Dataset: the Open Reaction Database (ORD), a public repository of structured organic reaction records. Task: describe an organic reaction: reactants, conditions, products, and yield Reactants: C=CC1=CC=CC=C1 (styrene), C=C (ethylene), CO.Cl (methanol hydrochloric acid). Yields the product C=CC1=CC=CC=C1.C=C (styrene ethylene). RXN SMILES: [CH2:1]=[CH:2][C:3]1[CH:8]=[CH:7][CH:6]=[CH:5][CH:4]=1.[CH2:9]=[CH2:10].CO.Cl>>[CH2:1]=[CH:2][C:3]1[CH:8]=[CH:7][CH:6]=[CH:5][CH:4]=1.[CH2:9]=[CH2:10] |f:2.3,4.5|. Procedure: 340 mL of dehydrated toluene, 50 mL of styrene and TIBA (1.8 mmol) were placed in a 1 L autoclave, which had been dried by heating, at room temperature under a nitrogen atmosphere. After making the temperature thereof to 70° C. under stirring, mL of a toluene solution of (9-ethyl-1,2,3,4-tetrahydro-1-fluorenyl)-bis(N,N-dimethylaminobenzyl)scandium obtained in the item (E) of Example 1 (0.027 mmol) and triphenylcarbenium tetrakispentafluorophenylborate (0.027 mmol), which had been mixed in advanc... The reactants are CC#CC(=O)O, O=C([O-])[O-], C1CCOC1, CN1CCOCC1, CC(C)COC(=O)Cl, [K+], [K+], CN(C)Cc1cc(N)cc2c(Nc3cccc(Br)c3)c(C#N)cnc12, O. Product: CC#CC(=O)Nc1cc(CN(C)C)c2ncc(C#N)c(Nc3cccc(Br)c3)c2c1. Reaction SMILES: [C:1]([C:2]#[C:3][CH3:4])(=[O:5])[OH:6].[C:47](=[O:48])([O-:49])[O-:50].[CH2:53]1[O:54][CH2:55][CH2:56][CH2:57]1.[CH3:7][N:8]1[CH2:9][CH2:10][O:11][CH2:12][CH2:13]1.[Cl:14][C:15]([O:16][CH2:17][CH:18]([CH3:19])[CH3:20])=[O:21].[K+:51].[K+:52].[NH2:22][c:23]1[cH:24][c:25]2[c:26]([NH:39][c:40]3[cH:41][c:42]([Br:46])[cH:43][cH:44][cH:45]3)[c:27]([C:37]#[N:38])[cH:28][n:29][c:30]2[c:31]([CH2:33][N:34]([CH3:35])[CH3:36])[cH:32]1.[OH2:58]>>[C:1]([C:2]#[C:3][CH3:4])(=[O:6])[NH:22][c:23]1[cH:24][c:25]2[c:26]([NH:39][c:40]3[cH:41][c:42]([Br:46])[cH:43][cH:44][cH:45]3)[c:27]([C:37]#[N:38])[cH:28][n:29][c:30]2[c:31]([CH2:33][N:34]([CH3:35])[CH3:36])[cH:32]1. The reactants are Cl[Si](C)(C)C (Chlorotrimethylsilane), O=C1C2=C(N=C3N1C=C(C=C3)C(=O)O)CSC2 (3,10-dihydro-10-oxo-1H-pyrido[1,2-a]thieno[3,4-d]pyrimidine-7-carboxylic acid), ClN1C(CCC1=O)=O (N-Chlorosuccinimide). The solvent is O (water), N1=CC=CC=C1 (pyridine). Run at time 1 hour. Yields the product O=C1C=2C(N=C3N1C=C(C=C3)C(=O)O)=CSC2 (10-oxo-10H-pyrido[1,2-a]thieno[3,4-d]pyrimidine-7-carboxylic acid). Reaction SMILES: Cl[Si](C)(C)C.[O:6]=[C:7]1[N:12]2[CH:13]=[C:14]([C:17]([OH:19])=[O:18])[CH:15]=[CH:16][C:11]2=[N:10][C:9]2[CH2:20][S:21][CH2:22][C:8]1=2.ClN1C(=O)CCC1=O>N1C=CC=CC=1.O>[O:6]=[C:7]1[N:12]2[CH:13]=[C:14]([C:17]([OH:19])=[O:18])[CH:15]=[CH:16][C:11]2=[N:10][C:9]2=[CH:20][S:21][CH:22]=[C:8]12. Reported procedure: Chlorotrimethylsilane (2.6 ml, 0.02 mol) is added to a cooled (icebath) solution of 3,10-dihydro-10-oxo-1H-pyrido[1,2-a]thieno[3,4-d]pyrimidine-7-carboxylic acid (5.0 g., 0.02 mol) in pyridine (40 ml) under nitrogen. The mixture is stirred at ice bath temperature for one hour and then allowed to warm to room temperature. N-Chlorosuccinimide (2.74 g., 0.02 mol) is added and the mixture is heated at 90°-95° C. for 20 minutes. The mixture is cooled, diluted with water (5 ml) and stirred for 15 minu... Starting materials: COC(=O)C(Cc1ccc(N)cc1)NC(=S)C1(CCCCS(C)(=O)=O)CCCC1, Cc1ccnc(C)c1C(=O)O, CCN(C(C)C)C(C)C, [Cl-], O=C(Cl)C(=O)Cl, ClCCl, CN(C)C=O, O. The product is COC(=O)C(Cc1ccc(NC(=O)c2c(C)ccnc2C)cc1)NC(=S)C1(CCCCS(C)(=O)=O)CCCC1. As a reaction SMILES: [CH3:19][O:20][C:21]([CH:22]([NH:23][C:24](=[S:25])[C:26]1([CH2:31][CH2:32][CH2:33][CH2:34][S:35](=[O:36])(=[O:37])[CH3:38])[CH2:27][CH2:28][CH2:29][CH2:30]1)[CH2:39][c:40]1[cH:41][cH:42][c:43]([NH2:46])[cH:44][cH:45]1)=[O:47].[CH3:1][c:2]1[n:3][cH:4][cH:5][c:6]([CH3:11])[c:7]1[C:8](=[O:9])[OH:10].[CH:48]([N:49]([CH:50]([CH3:51])[CH3:52])[CH2:53][CH3:54])([CH3:55])[CH3:56].[Cl-:18].[Cl:12][C:13]([C:14]([Cl:15])=[O:16])=[O:17].[Cl:57][CH2:58][Cl:59].[O:61]=[CH:62][N:63]([CH3:64])[CH3:65].[OH2:60]>>[CH3:1][c:2]1[n:3][cH:4][cH:5][c:6]([CH3:11])[c:7]1[C:8](=[O:10])[NH:46][c:43]1[cH:42][cH:41][c:40]([CH2:39][CH:22]([C:21]([O:20][CH3:19])=[O:47])[NH:23][C:24](=[S:25])[C:26]2([CH2:31][CH2:32][CH2:33][CH2:34][S:35](=[O:36])(=[O:37])[CH3:38])[CH2:27][CH2:28][CH2:29][CH2:30]2)[cH:45][cH:44]1. The reactants are CC(=O)O[BH-](OC(C)=O)OC(C)=O, CC(=O)O, CN1CCCC1=O, O=Cc1ccccc1, O=C(CCc1nnc(Nc2ccc(F)cc2F)o1)NC1CCNCC1, [Na+]. Yields the product O=C(CCc1nnc(Nc2ccc(F)cc2F)o1)NC1CCN(Cc2ccccc2)CC1. RXN SMILES: [C:38]([O:39][BH-:40]([O:41][C:42](=[O:43])[CH3:44])[O:45][C:46](=[O:47])[CH3:48])(=[O:49])[CH3:50].[CH3:34][C:35](=[O:36])[OH:37].[CH3:52][N:53]1[CH2:54][CH2:55][CH2:56][C:57]1=[O:58].[CH:26](=[O:27])[c:28]1[cH:29][cH:30][cH:31][cH:32][cH:33]1.[F:1][c:2]1[c:3]([NH:9][c:10]2[n:11][n:12][c:13]([CH2:15][CH2:16][C:17](=[O:18])[NH:19][CH:20]3[CH2:21][CH2:22][NH:23][CH2:24][CH2:25]3)[o:14]2)[cH:4][cH:5][c:6]([F:8])[cH:7]1.[Na+:51]>>[F:1][c:2]1[c:3]([NH:9][c:10]2[n:11][n:12][c:13]([CH2:15][CH2:16][C:17](=[O:18])[NH:19][CH:20]3[CH2:21][CH2:22][N:23]([CH2:26][c:28]4[cH:29][cH:30][cH:31][cH:32][cH:33]4)[CH2:24][CH2:25]3)[o:14]2)[cH:4][cH:5][c:6]([F:8])[cH:7]1. Solvent: C1=CC=CC=C1 (benzene). Reactants: C(C=O)(=O)OCC1=CC=C(C=C1)[N+](=O)[O-] (p-nitrobenzyl glyoxalate), COP(OC)[O-] (dimethylphosphite), C1(=CC=C(C=C1)S(=O)(=O)O)C (p-toluenesulfonic acid). Reported procedure: To a minute of 4.32 g of p-nitrobenzyl glyoxalate and 2.0 ml of dimethylphosphite in 25 ml of benzene is added a catalytic amount of p-toluenesulfonic acid. The reaction is heated at reflux temperature for 1.5 hours. The formed water is removed using a Dean-Stark trap. After cooling, the solvent is removed in vacuo and the resulting crystals are slurried in ethyl acetate and collected to give 3.48 g of the desired product. Yields the product [N+](=O)([O-])C1=CC=C(C=C1)COC(C(O)P(=O)(OC)OC)=O ((Dimethoxyphosphinyl)hydroxyacetic Acid (4-nitrophenyl)methyl ester). As a reaction SMILES: [C:1]([O:5][CH2:6][C:7]1[CH:12]=[CH:11][C:10]([N+:13]([O-:15])=[O:14])=[CH:9][CH:8]=1)(=[O:4])[CH:2]=[O:3].[CH3:16][O:17][P:18]([O-:21])[O:19][CH3:20].C1(C)C=CC(S(O)(=O)=O)=CC=1>C1C=CC=CC=1>[N+:13]([C:10]1[CH:11]=[CH:12][C:7]([CH2:6][O:5][C:1](=[O:4])[CH:2]([P:18]([O:19][CH3:20])([O:17][CH3:16])=[O:21])[OH:3])=[CH:8][CH:9]=1)([O-:15])=[O:14]. Starting materials: ClC1=NC=2C=CC=CC2C2=C1N=C(N2CC2CCOCC2)O (4-Chloro-1-(tetrahydro-2H-pyran-4-ylmethyl)-1H-imidazo[4,5-c]quinolin-2-ol), N (ammonia), solution. The solvent is CO (methanol). Conditions: temperature 150 celsius. Product: NC1=NC=2C=CC=CC2C2=C1N=C(N2CC2CCOCC2)O (4-amino-1-(tetrahydro-2H-pyran-4-ylmethyl)-1H-imidazo[4,5-c]quinolin-2-ol). RXN SMILES: Cl[C:2]1[C:11]2[N:12]=[C:13]([OH:22])[N:14]([CH2:15][CH:16]3[CH2:21][CH2:20][O:19][CH2:18][CH2:17]3)[C:10]=2[C:9]2[CH:8]=[CH:7][CH:6]=[CH:5][C:4]=2[N:3]=1.[NH3:23]>CO>[NH2:23][C:2]1[C:11]2[N:12]=[C:13]([OH:22])[N:14]([CH2:15][CH:16]3[CH2:21][CH2:20][O:19][CH2:18][CH2:17]3)[C:10]=2[C:9]2[CH:8]=[CH:7][CH:6]=[CH:5][C:4]=2[N:3]=1. Reported procedure: 4-Chloro-1-(tetrahydro-2H-pyran-4-ylmethyl)-1H-imidazo[4,5-c]quinolin-2-ol (3.9 g, 12 mmol) and ammonia (70 mL of a 7 N solution in methanol) were added to a high-pressure vessel, which was sealed and heated in an oven at 150° C. overnight. The volatiles were removed under reduced pressure. The crude product was purified by automated flash chromatography (silica cartridge, eluting with aqueous ammonium hydroxide:methanol:dichloromethane in a gradient from 0:0:100 to 0.4:7.6:92). The chromatograp...